This data is from the Open Reaction Database (ORD), a public repository of structured organic reaction records. The task is: describe an organic reaction: reactants, conditions, products, and yield The reactants are C1(CCCCC1)CCCCCCCCNC1=CC=C(C(=O)O)C=C1 (4-(8-cyclohexyloctylamino)benzoic acid), CN(P(=O)(N(C)C)N(C)C)C (hexamethylphosphoramide), [OH-].[Na+] (sodium hydroxide), ICC(CO)O (3-iodo-1,2-propanediol). The solvent is O (water), CCOCC (ether). Yields the product C1(CCCCC1)CCCCCCCCNC1=CC=C(C(=O)OCC(CO)O)C=C1 (2,3-Dihydroxypropyl 4-(8-cyclohexyloctylamino)benzoate). Reaction SMILES: [CH:1]1([CH2:7][CH2:8][CH2:9][CH2:10][CH2:11][CH2:12][CH2:13][CH2:14][NH:15][C:16]2[CH:24]=[CH:23][C:19]([C:20]([OH:22])=[O:21])=[CH:18][CH:17]=2)[CH2:6][CH2:5][CH2:4][CH2:3][CH2:2]1.[OH-].[Na+].I[CH2:28][CH:29]([OH:32])[CH2:30][OH:31].CN(C)P(N(C)C)(N(C)C)=O>O.CCOCC>[CH:1]1([CH2:7][CH2:8][CH2:9][CH2:10][CH2:11][CH2:12][CH2:13][CH2:14][NH:15][C:16]2[CH:24]=[CH:23][C:19]([C:20]([O:22][CH2:28][CH:29]([OH:32])[CH2:30][OH:31])=[O:21])=[CH:18][CH:17]=2)[CH2:6][CH2:5][CH2:4][CH2:3][CH2:2]1 |f:1.2|. Reported procedure: A solution of 7.34 g. of 4-(8-cyclohexyloctylamino)benzoic acid, 4.80 g. of 25% aqueous sodium hydroxide, and 12.6 g. of 3-iodo-1,2-propanediol in 50 ml. of hexamethylphosphoramide is stirred for 24 hours at ambient temperature, diluted with 100 ml. of ether and stirred for 5 days at ambient temperature. The mixture is treated with water and extracted with ether. The dried extracts are evaporated to yield the product. Yield: 49.6%. Yields the product NC1CN(C1)C1=C(C=C2C(C(=CN(C2=C1Cl)C=1C=NC(=C(C1)N)Cl)C(=O)O)=O)F (7-(3-aminoazetidine-1-yl)-1-(5-amino-6-chloropyridine-3-yl)-8-chloro-6-fluoro-4-oxo-1,4-dihydroquinoline-3-carboxylic acid). The solvent is C(C)N(CC)CC (triethylamine). Reaction SMILES: CS(C)=O.Cl.Cl.[NH2:7][CH:8]1[CH2:11][NH:10][CH2:9]1.[NH2:12][C:13]1[CH:14]=[C:15]([N:20]2[C:29]3[C:24](=[CH:25][C:26]([F:32])=[C:27](F)[C:28]=3[Cl:30])[C:23](=[O:33])[C:22]([C:34]([OH:36])=[O:35])=[CH:21]2)[CH:16]=[N:17][C:18]=1[Cl:19]>C(N(CC)CC)C>[NH2:7][CH:8]1[CH2:11][N:10]([C:27]2[C:28]([Cl:30])=[C:29]3[C:24]([C:23](=[O:33])[C:22]([C:34]([OH:36])=[O:35])=[CH:21][N:20]3[C:15]3[CH:16]=[N:17][C:18]([Cl:19])=[C:13]([NH2:12])[CH:14]=3)=[CH:25][C:26]=2[F:32])[CH2:9]1 |f:1.2.3|. Procedure: To dimethylsulfoxide solution 1 ml of 53 mg of 3-aminoazetidine dihydrochloride and 146 mg of triethylamine at 80° C. was added 80 mg of 1-(5-amino-6-chloropyridine-3-yl)-8-chloro-6,7-difluoro-4-oxo-1,4-dihydroquinoline-3-carboxylic acid with stirring, and the mixture was stirred at 80° C. for 1 hour. The reaction solution was allowed to cool and decanted with diethylether. Ethanol was added to the residue to disperse the solid content, and the solid content was collected by filtration, washed w... The reactants are CS(=O)C (dimethylsulfoxide), Cl.Cl.NC1CNC1 (3-aminoazetidine dihydrochloride), NC=1C=C(C=NC1Cl)N1C=C(C(C2=CC(=C(C(=C12)Cl)F)F)=O)C(=O)O (1-(5-amino-6-chloropyridine-3-yl)-8-chloro-6,7-difluoro-4-oxo-1,4-dihydroquinoline-3-carboxylic acid). Starting materials: CCOC(C)=O, CCN(C(C)C)C(C)C, O=C(Cl)Oc1ccc([N+](=O)[O-])cc1, O=C1OC(c2cccc(F)c2)(c2cccc(F)c2)C2CNCCN12, NCCN(C1CC1)S(=O)(=O)c1ccccc1[N+](=O)[O-], C1CCOC1. Yields the product O=C(NCCN(C1CC1)S(=O)(=O)c1ccccc1[N+](=O)[O-])N1CCN2C(=O)OC(c3cccc(F)c3)(c3cccc(F)c3)C2C1. RXN SMILES: [CH3:71][CH2:72][O:73][C:74](=[O:75])[CH3:76].[CH:20]([N:21]([CH:22]([CH3:23])[CH3:24])[CH2:25][CH3:26])([CH3:27])[CH3:28].[Cl:29][C:30](=[O:31])[O:32][c:33]1[cH:34][cH:35][c:36]([N+:37]([O-:38])=[O:39])[cH:40][cH:41]1.[F:42][c:43]1[cH:44][c:45]([C:49]2([c:59]3[cH:60][c:61]([F:65])[cH:62][cH:63][cH:64]3)[O:50][C:51](=[O:58])[N:52]3[CH:53]2[CH2:54][NH:55][CH2:56][CH2:57]3)[cH:46][cH:47][cH:48]1.[NH2:1][CH2:2][CH2:3][N:4]([S:5](=[O:6])(=[O:7])[c:8]1[c:9]([N+:14](=[O:15])[O-:16])[cH:10][cH:11][cH:12][cH:13]1)[CH:17]1[CH2:18][CH2:19]1.[O:66]1[CH2:67][CH2:68][CH2:69][CH2:70]1>>[NH:1]([CH2:2][CH2:3][N:4]([S:5](=[O:6])(=[O:7])[c:8]1[c:9]([N+:14](=[O:15])[O-:16])[cH:10][cH:11][cH:12][cH:13]1)[CH:17]1[CH2:18][CH2:19]1)[C:30](=[O:31])[N:55]1[CH2:54][CH:53]2[C:49]([c:45]3[cH:44][c:43]([F:42])[cH:48][cH:47][cH:46]3)([c:59]3[cH:60][c:61]([F:65])[cH:62][cH:63][cH:64]3)[O:50][C:51](=[O:58])[N:52]2[CH2:57][CH2:56]1. Reactants: ClC(c1ccccc1)(c1ccccc1)c1ccccc1, CCNCC, ClC(Cl)Cl, O, NC(CSC1c2ccccc2Oc2ccccc21)C(=O)O. Product: O=C(O)C(CSC1c2ccccc2Oc2ccccc21)NC(c1ccccc1)(c1ccccc1)c1ccccc1. As a reaction SMILES: [C:28]([c:29]1[cH:30][cH:31][cH:32][cH:33][cH:34]1)([c:35]1[cH:36][cH:37][cH:38][cH:39][cH:40]1)([c:41]1[cH:42][cH:43][cH:44][cH:45][cH:46]1)[Cl:47].[CH2:23]([NH:24][CH2:25][CH3:26])[CH3:27].[CH:48]([Cl:49])([Cl:50])[Cl:51].[OH2:22].[cH:1]1[cH:2][cH:3][cH:4][c:5]2[c:14]1[CH:13]([S:15][CH2:16][CH:17]([NH2:18])[C:19](=[O:20])[OH:21])[c:12]1[c:7]([cH:8][cH:9][cH:10][cH:11]1)[O:6]2>>[cH:1]1[cH:2][cH:3][cH:4][c:5]2[c:14]1[CH:13]([S:15][CH2:16][CH:17]([NH:18][C:28]([c:29]1[cH:30][cH:31][cH:32][cH:33][cH:34]1)([c:35]1[cH:36][cH:37][cH:38][cH:39][cH:40]1)[c:41]1[cH:42][cH:43][cH:44][cH:45][cH:46]1)[C:19](=[O:20])[OH:21])[c:12]1[c:7]([cH:8][cH:9][cH:10][cH:11]1)[O:6]2. Starting materials: ice, Cl (hydrochloric acid), O (water), ClC1=CC(=C(C(=O)O)C=C1S(=O)(=O)C)C (4-chloro-2-methyl-5-(methylsulfonyl)benzoic acid), CS(=O)[O-].[Na+] (sodium methanesulfinate), CS(=O)[O-].[Na+] (sodium methanesulfinate). Run in CN(C=O)C (N,N-dimethylformamide). Product: CS(=O)(=O)C1=CC(=C(C(=O)O)C=C1S(=O)(=O)C)C (4,5-bismethanesulfonyl-2-methylbenzoic acid). The yield is 53.9%. As a reaction SMILES: Cl[C:2]1[C:10]([S:11]([CH3:14])(=[O:13])=[O:12])=[CH:9][C:5]([C:6]([OH:8])=[O:7])=[C:4]([CH3:15])[CH:3]=1.[CH3:16][S:17]([O-:19])=[O:18].[Na+].O.Cl>CN(C)C=O>[CH3:16][S:17]([C:2]1[C:10]([S:11]([CH3:14])(=[O:13])=[O:12])=[CH:9][C:5]([C:6]([OH:8])=[O:7])=[C:4]([CH3:15])[CH:3]=1)(=[O:19])=[O:18] |f:1.2|. Procedure: 6 kg of 4-chloro-2-methyl-5-(methylsulfonyl)benzoic acid are dissolved in 15 l of N,N-dimethylformamide (DMF) at room temperature (25°) and subsequently warmed to 50°. 3.6 kg of sodium methanesulfinate are added to this solution. The internal temperature is then raised to 120° and stirred at this temperature for 2 days, with a further 3 kg of sodium methanesulfinate being added after 24 hours. After cooling to 25°, the reaction mixture is introduced into 40 l of water, and 300 g of activated car... Starting materials: FC=1C=CC2=C(C(C(O2)=O)(C2=CC=CC=C2)CC(=O)Cl)C1 (2-(5-fluoro-2,3-dihydro-2-oxo-3-phenyl-3-benzofuranyl)acetyl chloride), C1OC=2C=C(CN3CCNCC3)C=CC2O1 (4-(3,4-methylenedioxybenzyl)piperazine). Product: Cl.FC=1C=CC2=C(C(C(O2)=O)(C2=CC=CC=C2)CC(=O)N2CCN(CC2)CC2=CC3=C(C=C2)OCO3)C1 (2-(5-Fluoro-2,3-dihydro-2-oxo-3-phenyl-3-benzofuranyl)-1-[4-(3,4-methylenedioxybenzyl)piperazinyl]-1-oxoethane hydrochloride). Reaction SMILES: [F:1][C:2]1[CH:3]=[CH:4][C:5]2[O:9][C:8](=[O:10])[C:7]([CH2:17][C:18]([Cl:20])=[O:19])([C:11]3[CH:16]=[CH:15][CH:14]=[CH:13][CH:12]=3)[C:6]=2[CH:21]=1.[CH2:22]1[O:37][C:36]2[CH:35]=[CH:34][C:26]([CH2:27][N:28]3[CH2:33][CH2:32][NH:31][CH2:30][CH2:29]3)=[CH:25][C:24]=2[O:23]1>>[ClH:20].[F:1][C:2]1[CH:3]=[CH:4][C:5]2[O:9][C:8](=[O:10])[C:7]([CH2:17][C:18]([N:31]3[CH2:32][CH2:33][N:28]([CH2:27][C:26]4[CH:34]=[CH:35][C:36]5[O:37][CH2:22][O:23][C:24]=5[CH:25]=4)[CH2:29][CH2:30]3)=[O:19])([C:11]3[CH:16]=[CH:15][CH:14]=[CH:13][CH:12]=3)[C:6]=2[CH:21]=1 |f:2.3|. Procedure details: This compound was prepared according to the process described in Example 9, starting with 2-(5-fluoro-2,3-dihydro-2-oxo-3-phenyl-3-benzofuranyl)acetyl chloride and 4-(3,4-methylenedioxybenzyl)piperazine. Reaction SMILES: [CH:21]([Cl:22])([Cl:23])[Cl:24].[Cl:1][c:2]1[cH:3][cH:4][c:5]([C:6](=[O:7])[CH2:8][C:9](=[O:10])[O:11][CH2:12][CH3:13])[cH:14][cH:15]1.[S:16]([Cl:17])(=[O:18])([Cl:19])=[O:20]>>[Cl:1][c:2]1[cH:3][c:4]([Cl:19])[c:5]([C:6](=[O:7])[CH2:8][C:9](=[O:10])[O:11][CH2:12][CH3:13])[cH:14][cH:15]1. Product: CCOC(=O)CC(=O)c1ccc(Cl)cc1Cl. The reactants are ClC(Cl)Cl, CCOC(=O)CC(=O)c1ccc(Cl)cc1, O=S(=O)(Cl)Cl. The reactants are N(CC(=O)N1[C@H](C(=O)N[C@@H](CC(C)C)C(=O)NCC(=O)NOCC2=CC=CC=C2)CCC1)C(=O)OC(C)(C)C (Boc-Gly-Pro-Leu-Gly-NHOBzl), C(=O)(C1=CC=CC=C1)Cl (Bz-Cl), Example 1 ( F ), TEA. Reaction conditions: temperature -20 celsius, time 1 hour. Product: N(CC(=O)N1[C@H](C(=O)N[C@@H](CC(C)C)C(=O)NCC(=O)NOCC2=CC=CC=C2)CCC1)C(=O)C1=CC=CC=C1 (Bz-Gly-Pro-Leu-Gly-NHOBzl). Isolated yield 78.0%. Reaction SMILES: [NH:1]([C:33](OC(C)(C)C)=[O:34])[CH2:2][C:3]([N:5]1[CH2:32][CH2:31][CH2:30][C@H:6]1[C:7]([NH:9][C@H:10]([C:15]([NH:17][CH2:18][C:19]([NH:21][O:22][CH2:23][C:24]1[CH:29]=[CH:28][CH:27]=[CH:26][CH:25]=1)=[O:20])=[O:16])[CH2:11][CH:12]([CH3:14])[CH3:13])=[O:8])=[O:4].C(Cl)([C:42]1[CH:47]=[CH:46][CH:45]=[CH:44][CH:43]=1)=O>>[NH:1]([C:33]([C:42]1[CH:47]=[CH:46][CH:45]=[CH:44][CH:43]=1)=[O:34])[CH2:2][C:3]([N:5]1[CH2:32][CH2:31][CH2:30][C@H:6]1[C:7]([NH:9][C@H:10]([C:15]([NH:17][CH2:18][C:19]([NH:21][O:22][CH2:23][C:24]1[CH:25]=[CH:26][CH:27]=[CH:28][CH:29]=1)=[O:20])=[O:16])[CH2:11][CH:12]([CH3:14])[CH3:13])=[O:8])=[O:4]. Reported procedure: To Boc-Gly-Pro-Leu-Gly-NHOBzl (0.55 g; 1.00 mmol) obtained in Example 1 (F) was added under ice cooling 4.5N HCl/AcOEt (2 ml), and the mixture was brought back to room temperature. The reaction was carried out for 1 hour. The solvent was distilled off under reduced pressure and the residue was dissolved in DMF (5 ml). The solution was cooled with a coolant at -20° C. and TEA (0.14 ml; 1.00 mmol) was added dropwise. Bz-Cl (0.17 g; 1.21 mmol) was then added dropwise and TEA was used to adjust the ... Reactants: ClC1=CC(=CC=C1)I (1-chloro-3-iodo-benzene), COC(C1=CC(=CC=C1)CN(C(C#CC1=CC=CC=C1)=O)C1=CC=CC=C1)=O (3-{[phenyl-(3-phenyl propynoyl)-amino]-methyl}-benzoic acid methyl ester). Yields the product COC(C1=CC(=CC=C1)CN1C(/C(/C2=CC=CC=C12)=C(\C1=CC=CC=C1)/C1=CC(=CC=C1)Cl)=O)=O (3-{3-[1-(3-Chloro-phenyl)-1-phenyl-meth-(E)-ylidene]-2-oxo-2,3-dihydro-indol-1-ylmethyl}-benzoic acid methyl ester). Reaction SMILES: [Cl:1][C:2]1[CH:7]=[CH:6][CH:5]=[C:4](I)[CH:3]=1.[CH3:9][O:10][C:11](=[O:36])[C:12]1[CH:17]=[CH:16][CH:15]=[C:14]([CH2:18][N:19]([C:30]2[CH:35]=[CH:34][CH:33]=[CH:32][CH:31]=2)[C:20](=[O:29])[C:21]#[C:22][C:23]2[CH:28]=[CH:27][CH:26]=[CH:25][CH:24]=2)[CH:13]=1>>[CH3:9][O:10][C:11](=[O:36])[C:12]1[CH:17]=[CH:16][CH:15]=[C:14]([CH2:18][N:19]2[C:30]3[C:35](=[CH:34][CH:33]=[CH:32][CH:31]=3)/[C:21](=[C:22](\[C:4]3[CH:5]=[CH:6][CH:7]=[C:2]([Cl:1])[CH:3]=3)/[C:23]3[CH:24]=[CH:25][CH:26]=[CH:27][CH:28]=3)/[C:20]2=[O:29])[CH:13]=1. Reported procedure: The title compound was prepared in analogy to Example 5 starting from 1-chloro-3-iodo-benzene (commercially available) and 3-{[phenyl-(3-phenyl propynoyl)-amino]-methyl}-benzoic acid methyl ester. 1H NMR (CDCl3, 300 MHz) δppm 8.01 (s, 1H), 7.93 (d, 1H), 7.50 (d, 1H), 7.26-7.46 (m, 10H), 7.08 (t, 1H), 6.70 (t, 1H), 6.65 (d, 1H), 6.44 (d, 1H), 4.96 (s, 2H), 3.90 (s, 3H).